Dataset: the Open Reaction Database (ORD), a public repository of structured organic reaction records. Task: describe an organic reaction: reactants, conditions, products, and yield Solvent: C(C)O (ethanol), [OH-].[Na+] (NaOH). Reactants: O (water), Cl (HCl), C(C)OC(COC1=C(C2=C(C(=NO2)C2=C(C=CC=C2)Cl)C=C1)Cl)=O (ethyl{[7-chloro-3-(2-chlorophenyl)-1,2-benzisoxazole-6-yl]oxy}acetate). As a reaction SMILES: C([O:3][C:4](=[O:24])[CH2:5][O:6][C:7]1[CH:22]=[CH:21][C:10]2[C:11]([C:14]3[CH:19]=[CH:18][CH:17]=[CH:16][C:15]=3[Cl:20])=[N:12][O:13][C:9]=2[C:8]=1[Cl:23])C.O.Cl>C(O)C.[OH-].[Na+]>[Cl:23][C:8]1[C:9]2[O:13][N:12]=[C:11]([C:14]3[CH:19]=[CH:18][CH:17]=[CH:16][C:15]=3[Cl:20])[C:10]=2[CH:21]=[CH:22][C:7]=1[O:6][CH2:5][C:4]([OH:24])=[O:3] |f:4.5|. Run at time 18 hour. Product: ClC1=C(C=CC=2C(=NOC21)C2=C(C=CC=C2)Cl)OCC(=O)O ({[7-chloro-3-(2-chlorophenyl)-1,2-benzisoxazol-6-yl]oxy}acetic acid). Reported procedure: To a solution of 5.86 g of the ester in 200 ml of hot ethanol, 6 ml of 50% NaOH is added. A precipitate forms and the suspension is refluxed for one hour. Two hundred milliliters of water are added to the mixture and enough concentrated HCl to make the mixture acidic. The mixture is stirred 18 hours at room temperature. A solid product precipitates out and is filtered and recrystallized from toluene giving {[7-chloro-3-(2-chlorophenyl)-1,2-benzisoxazol-6-yl]oxy}acetic acid, mp 165°-168° C. Starting materials: FC(C=1C=C(C(=O)N2CCC3(C(NCN3C3=CC=CC=C3)=O)CC2)C=C(C1)C(F)(F)F)(F)F (8-(3,5-bis-trifluoromethyl-benzoyl)-1-phenyl-1,3,8-triaza-spiro[4.5]decan-4-one), C(C=C)(=O)OC (methyl acrylate). Yields the product COC(CCN1CN(C2(C1=O)CCN(CC2)C(C2=CC(=CC(=C2)C(F)(F)F)C(F)(F)F)=O)C2=CC=CC=C2)=O (3-[8-(3,5-Bis-trifluoromethyl-benzoyl)-4-oxo-1-phenyl-1,3,8-triaza-spiro[4.5]dec-3-yl]-propionic acid methyl ester). RXN SMILES: [F:1][C:2]([F:33])([F:32])[C:3]1[CH:4]=[C:5]([CH:25]=[C:26]([C:28]([F:31])([F:30])[F:29])[CH:27]=1)[C:6]([N:8]1[CH2:24][CH2:23][C:11]2([N:15]([C:16]3[CH:21]=[CH:20][CH:19]=[CH:18][CH:17]=3)[CH2:14][NH:13][C:12]2=[O:22])[CH2:10][CH2:9]1)=[O:7].[C:34]([O:38][CH3:39])(=[O:37])[CH:35]=[CH2:36]>>[CH3:39][O:38][C:34](=[O:37])[CH2:35][CH2:36][N:13]1[C:12](=[O:22])[C:11]2([CH2:10][CH2:9][N:8]([C:6](=[O:7])[C:5]3[CH:25]=[C:26]([C:28]([F:31])([F:30])[F:29])[CH:27]=[C:3]([C:2]([F:1])([F:32])[F:33])[CH:4]=3)[CH2:24][CH2:23]2)[N:15]([C:16]2[CH:17]=[CH:18][CH:19]=[CH:20][CH:21]=2)[CH2:14]1. Reported procedure: The title compound, MS: m/e=558.2 (M+H+), was prepared in accordance with the general method of example 59 from 8-(3,5-bis-trifluoromethyl-benzoyl)-1-phenyl-1,3,8-triaza-spiro[4.5]decan-4-one and methyl acrylate.